describe an organic reaction: reactants, conditions, products, and yield From a dataset of the Open Reaction Database (ORD), a public repository of structured organic reaction records. Reactants: CC(C)(C)OC(=O)N1CCC(CBr)CC1, Nc1cc(Cl)ncc1I, [H-], [Na+], CN(C)C=O, O. Product: CC(C)(C)OC(=O)N1CCC(CNc2cc(Cl)ncc2I)CC1. As a reaction SMILES: [Br:12][CH2:13][CH:14]1[CH2:15][CH2:16][N:17]([C:20](=[O:21])[O:22][C:23]([CH3:24])([CH3:25])[CH3:26])[CH2:18][CH2:19]1.[Cl:3][c:4]1[n:5][cH:6][c:7]([I:11])[c:8]([NH2:10])[cH:9]1.[H-:2].[Na+:1].[O:28]=[CH:29][N:30]([CH3:31])[CH3:32].[OH2:27]>>[Cl:3][c:4]1[n:5][cH:6][c:7]([I:11])[c:8]([NH:10][CH2:13][CH:14]2[CH2:15][CH2:16][N:17]([C:20](=[O:21])[O:22][C:23]([CH3:24])([CH3:25])[CH3:26])[CH2:18][CH2:19]2)[cH:9]1. Starting materials: COC1=NC(=CC(=N1)OC1CC2C(N(CCCCC=CC3CC3(NC(C2C1)=O)C(=O)O)C)=O)OC (17-(2,6-Dimethoxy-pyrimidin-4-yloxy)-13-methyl-2,14-dioxo-3,13-diaza-tricyclo[13.3.0.0*4,6*]octadec-7-ene-4-carboxylic acid), C1(CC1)S(=O)(=O)N (cyclopropane sulfonamide), CCN=C=NCCCN(C)C (EDAC), C1CCC2=NCCCN2CC1 (DBU). Run in C(Cl)Cl (DCM). The product is COC1=NC(=CC(=N1)OC1CC2C(N(CCCCC=CC3CC3(NC(C2C1)=O)C(=O)NS(=O)(=O)C1CC1)C)=O)OC (Cyclopropanesulfonic acid [17-(2,6-dimethoxy-pyrimidin-4-yloxy)-13-methyl-2,14-dioxo-3,13-diaza-tricyclo[13.3.0.0*4,6*]octadec-7-ene-4-carbonyl]-amide). Isolated yield 52.1%. As a reaction SMILES: [CH3:1][O:2][C:3]1[N:8]=[C:7]([O:9][CH:10]2[CH2:27][CH:26]3[CH:12]([C:13](=[O:33])[N:14]([CH3:32])[CH2:15][CH2:16][CH2:17][CH2:18][CH:19]=[CH:20][CH:21]4[C:23]([C:29](O)=[O:30])([NH:24][C:25]3=[O:28])[CH2:22]4)[CH2:11]2)[CH:6]=[C:5]([O:34][CH3:35])[N:4]=1.[CH:36]1([S:39]([NH2:42])(=[O:41])=[O:40])[CH2:38][CH2:37]1.CCN=C=NCCCN(C)C.C1CCN2C(=NCCC2)CC1>C(Cl)Cl>[CH3:1][O:2][C:3]1[N:8]=[C:7]([O:9][CH:10]2[CH2:27][CH:26]3[CH:12]([C:13](=[O:33])[N:14]([CH3:32])[CH2:15][CH2:16][CH2:17][CH2:18][CH:19]=[CH:20][CH:21]4[C:23]([C:29]([NH:42][S:39]([CH:36]5[CH2:38][CH2:37]5)(=[O:41])=[O:40])=[O:30])([NH:24][C:25]3=[O:28])[CH2:22]4)[CH2:11]2)[CH:6]=[C:5]([O:34][CH3:35])[N:4]=1. Procedure: The acid 18g (1.2 g, 2 mmol) was reacted with cyclopropane sulfonamide (73 mg, 0.6 mmol), EDAC (115 mg, 0.6 mmol) and DBU (215 mg, 1.4 mmol) in dry DCM (3 ml) according to the procedure described in Example 13 step f. Purification by column chromatography on silica gel eluted with diethyl ether-ethyl acetate gave the title compound, (185 mg, 70%), (M+H)+592. The reactants are C1(CC1)N1C=2N(C3=C1C=C(C(=C3)F)N3CCN(CC3)C(=O)OC(C)(C)C)C(N(C(C2)=O)O)=O (tert-Butyl 4-[5-cyclopropyl-8-fluoro-1,2,3,5-tetrahydro-2-hydroxy-1,3-dioxopyrimido[1,6-a]benzimidazol-7-yl]-1-piperazinecarboxylate), Cl (hydrochloric acid). Run in O1CCOCC1 (dioxane). Run at time 18 hour. Yields the product Cl.C1(CC1)N1C=2N(C3=C1C=C(C(=C3)F)N3CCNCC3)C(N(C(C2)=O)O)=O (5-cyclopropyl-8-fluoro-2-hydroxy-7-(1-piperazinyl)-pyrimido[1,6-a]benzimidazole-1,3(2H,5H)-dione hydrochloride). Isolated yield 58.0%. As a reaction SMILES: [CH:1]1([N:4]2[C:8]3[CH:9]=[C:10]([N:14]4[CH2:19][CH2:18][N:17](C(OC(C)(C)C)=O)[CH2:16][CH2:15]4)[C:11]([F:13])=[CH:12][C:7]=3[N:6]3[C:27](=[O:33])[N:28]([OH:32])[C:29](=[O:31])[CH:30]=[C:5]23)[CH2:3][CH2:2]1.[ClH:34]>O1CCOCC1>[ClH:34].[CH:1]1([N:4]2[C:8]3[CH:9]=[C:10]([N:14]4[CH2:19][CH2:18][NH:17][CH2:16][CH2:15]4)[C:11]([F:13])=[CH:12][C:7]=3[N:6]3[C:27](=[O:33])[N:28]([OH:32])[C:29](=[O:31])[CH:30]=[C:5]23)[CH2:3][CH2:2]1 |f:3.4|. Reported procedure: tert-Butyl 4-[5-cyclopropyl-8-fluoro-1,2,3,5-tetrahydro-2-hydroxy-1,3-dioxopyrimido[1,6-a]benzimidazol-7-yl]-1-piperazinecarboxylate (350 mg, 0.76 mmol) is treated with a 2.5N hydrochloric acid solution in dioxane (4 ml), whereby a white precipitate forms immediately. The suspension is stirred at room temperature (25°) for 18 hours. The separated crystals are filtered off and dissolved in water (10 ml). The solution is treated with active charcoal, then filtered and cooled to 0°. The separated c... Reactants: C(C1=CC=CC=C1)C=1C=NC2=C(C=CC=C2C1C1=CC(=CC=C1)Br)C(F)(F)F (3-benzyl-4-(3-bromo-phenyl)-8-trifluoromethyl-quinoline), C[Si](C#C[Sn](CCCC)(CCCC)CCCC)(C)C (trimethyl-tributylstannanylethynyl-silane). Reagents/catalysts: C=1C=CC(=CC1)[P](C=2C=CC=CC2)(C=3C=CC=CC3)[Pd]([P](C=4C=CC=CC4)(C=5C=CC=CC5)C=6C=CC=CC6)([P](C=7C=CC=CC7)(C=8C=CC=CC8)C=9C=CC=CC9)[P](C=1C=CC=CC1)(C=1C=CC=CC1)C=1C=CC=CC1 (Pd(PPh3)4). The solvent is C1(=CC=CC=C1)C (toluene). Conditions: temperature 120 celsius. Yields the product C(C1=CC=CC=C1)C=1C=NC2=C(C=CC=C2C1C1=CC(=CC=C1)C#C[Si](C)(C)C)C(F)(F)F (3-benzyl-8-trifluoromethyl-4-(3-trimethylsilanylethynylphenyl)-quinoline). Reaction SMILES: [CH2:1]([C:8]1[CH:9]=[N:10][C:11]2[C:16]([C:17]=1[C:18]1[CH:23]=[CH:22][CH:21]=[C:20](Br)[CH:19]=1)=[CH:15][CH:14]=[CH:13][C:12]=2[C:25]([F:28])([F:27])[F:26])[C:2]1[CH:7]=[CH:6][CH:5]=[CH:4][CH:3]=1.[CH3:29][Si:30]([CH3:47])([CH3:46])[C:31]#[C:32][Sn](CCCC)(CCCC)CCCC>C1(C)C=CC=CC=1.C1C=CC([P]([Pd]([P](C2C=CC=CC=2)(C2C=CC=CC=2)C2C=CC=CC=2)([P](C2C=CC=CC=2)(C2C=CC=CC=2)C2C=CC=CC=2)[P](C2C=CC=CC=2)(C2C=CC=CC=2)C2C=CC=CC=2)(C2C=CC=CC=2)C2C=CC=CC=2)=CC=1>[CH2:1]([C:8]1[CH:9]=[N:10][C:11]2[C:16]([C:17]=1[C:18]1[CH:23]=[CH:22][CH:21]=[C:20]([C:32]#[C:31][Si:30]([CH3:47])([CH3:46])[CH3:29])[CH:19]=1)=[CH:15][CH:14]=[CH:13][C:12]=2[C:25]([F:28])([F:27])[F:26])[C:2]1[CH:7]=[CH:6][CH:5]=[CH:4][CH:3]=1 |^1:58,60,79,98|. Reported procedure: A solution of 3-benzyl-4-(3-bromo-phenyl)-8-trifluoromethyl-quinoline (1.0 g, 23 mmol) and trimethyl-tributylstannanylethynyl-silane (1.3 g, 34 mmol) in toluene (25 mL) is treated with Pd(PPh3)4 (270 mg) and heated at 120° C. for 3 h. The reaction is then cooled and concentrated in vacuo. The residue is chromatographed with 10:90 ethyl acetate:hexane to afford 3-benzyl-8-trifluoromethyl-4-(3-trimethylsilanylethynylphenyl)-quinoline as an oil. MS (ESI) m/z 460.0. Starting materials: CC1CC(NN=C1C1=CC(=C(C=C1)NCC1=CC=CC=C1)[N+](=O)[O-])=O (5-methyl-6-[3'-nitro-4'-benzylamino-phenyl]-4,5-dihydro-3(2H)-pyridazinone), O.NN (hydrazine hydrate). Reagents/catalysts: [Ni] (Raney nickel). Run in C(C)O (ethanol), C(C)O (ethanol). Run at time 24 hour. Product: CC1CC(NN=C1C1=CC(=C(C=C1)NCC1=CC=CC=C1)N)=O (5-Methyl-6-[3'-amino-4'-benzylamino-phenyl]-4,5-dihydro-3(2H)-pyridazinone). As a reaction SMILES: [CH3:1][CH:2]1[C:7]([C:8]2[CH:13]=[CH:12][C:11]([NH:14][CH2:15][C:16]3[CH:21]=[CH:20][CH:19]=[CH:18][CH:17]=3)=[C:10]([N+:22]([O-])=O)[CH:9]=2)=[N:6][NH:5][C:4](=[O:25])[CH2:3]1.O.NN>[Ni].C(O)C>[CH3:1][CH:2]1[C:7]([C:8]2[CH:13]=[CH:12][C:11]([NH:14][CH2:15][C:16]3[CH:21]=[CH:20][CH:19]=[CH:18][CH:17]=3)=[C:10]([NH2:22])[CH:9]=2)=[N:6][NH:5][C:4](=[O:25])[CH2:3]1 |f:1.2|. Procedure details: 12.5 gm (36.9 mmols) of 5-methyl-6-[3'-nitro-4'-benzylamino-phenyl]-4,5-dihydro-3(2H)-pyridazinone were added to a mixture of 20 ml of 99% hydrazine hydrate and 350 ml of ethanol, and then 10 gm of Raney nickel were added. After 24 hours' stirring at room temperature, the solid components were suction-filtered off, dissolved in dimethyl formamide, the catalyst was filtered off, and the filtrate was evaporated. The crystalline residue thus obtained was digested with ethanol, washed with ether and... RXN SMILES: [CH3:42][S:43](=[O:44])(=[O:45])[OH:46].[CH:47]([Cl:48])([Cl:49])[Cl:50].[O:1]([c:2]1[cH:3][cH:4][cH:5][cH:6][cH:7]1)[c:8]1[cH:9][cH:10][c:11]([S:14](=[O:15])[c:16]2[cH:17][cH:18][c:19]([O:22][c:23]3[cH:24][cH:25][cH:26][cH:27][cH:28]3)[cH:20][cH:21]2)[cH:12][cH:13]1.[O:29]([c:30]1[cH:31][cH:32][cH:33][cH:34][cH:35]1)[c:36]1[cH:37][cH:38][cH:39][cH:40][cH:41]1.[OH2:51]>>[CH3:42][S:43](=[O:44])(=[O:45])[O-:46].[O:1]([c:2]1[cH:3][cH:4][cH:5][cH:6][cH:7]1)[c:8]1[cH:9][cH:10][c:11]([S+:14]([c:16]2[cH:17][cH:18][c:19]([O:22][c:23]3[cH:24][cH:25][cH:26][cH:27][cH:28]3)[cH:20][cH:21]2)[c:39]2[cH:38][cH:37][c:36]([O:29][c:30]3[cH:31][cH:32][cH:33][cH:34][cH:35]3)[cH:41][cH:40]2)[cH:12][cH:13]1. The product is CS(=O)(=O)[O-], c1ccc(Oc2ccc([S+](c3ccc(Oc4ccccc4)cc3)c3ccc(Oc4ccccc4)cc3)cc2)cc1. The reactants are CS(=O)(=O)O, ClC(Cl)Cl, O=S(c1ccc(Oc2ccccc2)cc1)c1ccc(Oc2ccccc2)cc1, c1ccc(Oc2ccccc2)cc1, O. Reactants: C(C)(C)(C)OC(=O)N1CCC(CC1)CCCC1=CC(=CC(=C1)F)F (1-t-Butoxycarbonyl-4-(3-(3,5-difluorophenyl)propyl) piperidine). The solvent is Cl (HCl), CO (MeOH). Product: FC=1C=C(C=C(C1)F)CCCC1CCNCC1 (4-(3-(3,5-Difluorophenyl)propyl)piperidine). Yield: 70.0%. RXN SMILES: C(OC([N:8]1[CH2:13][CH2:12][CH:11]([CH2:14][CH2:15][CH2:16][C:17]2[CH:22]=[C:21]([F:23])[CH:20]=[C:19]([F:24])[CH:18]=2)[CH2:10][CH2:9]1)=O)(C)(C)C>Cl.CO>[F:24][C:19]1[CH:18]=[C:17]([CH2:16][CH2:15][CH2:14][CH:11]2[CH2:10][CH2:9][NH:8][CH2:13][CH2:12]2)[CH:22]=[C:21]([F:23])[CH:20]=1. Procedure: A solution of 1-t-butoxycarbonyl-4-(3-(3,5-difluorophenyl)propyl)piperidine (from EXAMPLE 95, Step D) in 2.0 N HCl in MeOH was stirred at rt for 20 h. The solution was concentrated. Ether was added and the mixture was concentrated to remove excess HCl to afford 381 mg (70% yield from EXAMPLE 95, Step C) of the title compound: 1H NMR (500 MHz, CD3OD) δ 1.32-1.37 (4H), 1.64-1.68 (1H), 1.94 (d, J=14.2, 2H), 2.64 (t, J=7.3, 2H), 2.95 (t, J=13.1, 2H), 3 35 (d, J=12.6, 2H), 6.69-6.78 (m, 1H). 6.80 (d,... Yield: 39.0%. Product: BrC1=CC=C2C=NN(C2=C1)[C@H](C)C1=C(C=C(C=C1)Cl)Cl ((R)-6-bromo-1-(1-(2,4-dichlorophenyl)ethyl)-1H-indazole). The reactants are BrC1=CC=C2C=NNC2=C1 (6-bromoindazole), C(=O)([O-])[O-].[Cs+].[Cs+] (Cs2CO3), ClC1=C(C=CC(=C1)Cl)[C@H](C)Cl ((S)-2,4-dichloro-1-(1-chloroethyl)benzene). As a reaction SMILES: [Br:1][C:2]1[CH:10]=[C:9]2[C:5]([CH:6]=[N:7][NH:8]2)=[CH:4][CH:3]=1.C([O-])([O-])=O.[Cs+].[Cs+].[Cl:17][C:18]1[CH:23]=[C:22]([Cl:24])[CH:21]=[CH:20][C:19]=1[C@@H:25](Cl)[CH3:26]>CN1CCCC1=O.C(OCC)(=O)C>[Br:1][C:2]1[CH:10]=[C:9]2[C:5]([CH:6]=[N:7][N:8]2[C@@H:25]([C:19]2[CH:20]=[CH:21][C:22]([Cl:24])=[CH:23][C:18]=2[Cl:17])[CH3:26])=[CH:4][CH:3]=1 |f:1.2.3|. Procedure: To a solution of 6-bromoindazole (3.4 g, 17.0 mmol) and Cs2CO3 (15.8 g, 48.5 mmol) in 1-methyl-2-pyrrolidinone (NMP, 11 mL) at 85° C. was added crude (S)-2,4-dichloro-1-(1-chloroethyl)benzene (3.2 g, 15.4 mmol) dropwise. The reaction mixture was heated for 10 min, and cooled to room temperature. The mixture was diluted with ethyl acetate (20 mL), washed with deionized water and brine, dried (Na2SO4), and concentrated in vacuo. The resulting crude material was purified by flash chromatography (Si... Run in C(C)(=O)OCC (ethyl acetate), CN1C(CCC1)=O (1-methyl-2-pyrrolidinone).